From a dataset of the Open Reaction Database (ORD), a public repository of structured organic reaction records. describe an organic reaction: reactants, conditions, products, and yield As a reaction SMILES: [Cl:1][C:2]1[CH:7]=[CH:6][C:5]([N:8]2[C:12]([CH3:13])=[C:11]([C:14](Cl)=[O:15])[CH:10]=[N:9]2)=[CH:4][CH:3]=1.[NH2:17][C:18]1[CH:19]=[CH:20][C:21]([N:26]2[CH2:31][CH2:30][CH:29]([N:32](C(OC(C)(C)C)=O)[CH2:33][CH2:34][OH:35])[CH2:28][CH2:27]2)=[C:22]([CH:25]=1)[C:23]#[N:24].[OH-].[Na+]>FC(F)(F)C(O)=O>[Cl:1][C:2]1[CH:7]=[CH:6][C:5]([N:8]2[C:12]([CH3:13])=[C:11]([C:14]([NH:17][C:18]3[CH:19]=[CH:20][C:21]([N:26]4[CH2:31][CH2:30][CH:29]([NH:32][CH2:33][CH2:34][OH:35])[CH2:28][CH2:27]4)=[C:22]([C:23]#[N:24])[CH:25]=3)=[O:15])[CH:10]=[N:9]2)=[CH:4][CH:3]=1 |f:2.3|. Yields the product ClC1=CC=C(C=C1)N1N=CC(=C1C)C(=O)NC1=CC(=C(C=C1)N1CCC(CC1)NCCO)C#N (1-(4-Chlorophenyl)-N-(3-cyano-4-[4-(N-(2-hydroxyethyl)amino)piperidin-1-yl]phenyl}-5-methylpyrazole-4-carboxamide). Reactants: ClC1=CC=C(C=C1)N1N=CC(=C1C)C(=O)Cl (1-(4-chlorophenyl)-5-methylpyrazole-4-carboxylic chloride), NC=1C=CC(=C(C#N)C1)N1CCC(CC1)N(CCO)C(=O)OC(C)(C)C (5-amino-2-[4-(N-tert-butoxycarbonyl-N-(2-hydroxyethyl)amino)piperidin-1-yl]benzonitrile), [OH-].[Na+] (sodium hydroxide). Solvent: FC(C(=O)O)(F)F (trifluoroacetic acid). Reported procedure: The reaction and treatment in the same manner as in Example 150 were conducted using 1-(4-chlorophenyl)-5-methylpyrazole-4-carboxylic chloride (1.19 g) and 5-amino-2-[4-(N-tert-butoxycarbonyl-N-(2-hydroxyethyl)amino)piperidin-1-yl]benzonitrile and the resulting mixture was further stirred in trifluoroacetic acid (10 ml) under ice-cooling for 1 h. The reaction mixture was treated with aqueous sodium hydroxide solution and extracted with ethyl acetate. The organic layer was washed with saturated b... Starting materials: CN(C)[S+](N(C)C)N(C)C, CN(C)[S+](N(C)C)N(C)C, C[Si-](C)(C)(F)F, FC(=C(C(F)(F)F)C(F)(F)F)C(F)(F)C(F)(F)F, FC(F)(F)[C-](C(F)(F)F)C(F)(F)C(F)(F)C(F)(F)F, N#Cc1ccccc1, COS(=O)(=O)F. The product is CC(C(F)(F)F)(C(F)(F)F)C(F)(F)C(F)(F)C(F)(F)F. RXN SMILES: [CH3:26][N:27]([S+:28]([N:29]([CH3:30])[CH3:31])[N:32]([CH3:33])[CH3:34])[CH3:35].[CH3:36][N:37]([CH3:38])[S+:39]([N:40]([CH3:41])[CH3:42])[N:43]([CH3:44])[CH3:45].[CH3:46][Si-:47]([CH3:48])([F:49])([F:50])[CH3:51].[F:52][C:53]([F:54])([F:55])[C:56]([C:57]([F:58])([F:59])[F:60])=[C:61]([F:62])[C:63]([F:64])([F:65])[C:66]([F:67])([F:68])[F:69].[F:7][C:8]([C-:9]([C:10]([C:11]([C:12]([F:13])([F:14])[F:15])([F:16])[F:17])([F:18])[F:19])[C:20]([F:21])([F:22])[F:23])([F:24])[F:25].[N:70]#[C:71][c:72]1[cH:73][cH:74][cH:75][cH:76][cH:77]1.[S:1]([F:2])([O:3][CH3:4])(=[O:5])=[O:6]>>[F:7][C:8]([C:9]([C:10]([C:11]([C:12]([F:13])([F:14])[F:15])([F:16])[F:17])([F:18])[F:19])([C:20]([F:21])([F:22])[F:23])[CH3:26])([F:24])[F:25]. Starting materials: Cl.Cl.NC1=CC(=C(C(=O)NCC2CCNCC2)C=C1Cl)OC (4-Amino-5-chloro-2-methoxy-N-(piperidin-4-ylmethyl)benzamide dihydrochloride), BrCCCCCC(=O)C1=CC(=C(C=C1)C)Cl (6-bromo-1-(3-chloro-4-methylphenyl)-1-hexanone). Yields the product NC1=CC(=C(C(=O)NCC2CCN(CC2)CCCCCC(=O)C2=CC(=C(C=C2)C)Cl)C=C1Cl)OC (4-amino-5-chloro-2-methoxy-N-((1-(6-(3-chloro-4-methylphenyl)-6-oxohexyl)piperidin-4-yl)methyl)benzamide). Reaction SMILES: Cl.Cl.[NH2:3][C:4]1[C:19]([Cl:20])=[CH:18][C:7]([C:8]([NH:10][CH2:11][CH:12]2[CH2:17][CH2:16][NH:15][CH2:14][CH2:13]2)=[O:9])=[C:6]([O:21][CH3:22])[CH:5]=1.Br[CH2:24][CH2:25][CH2:26][CH2:27][CH2:28][C:29]([C:31]1[CH:36]=[CH:35][C:34]([CH3:37])=[C:33]([Cl:38])[CH:32]=1)=[O:30]>>[NH2:3][C:4]1[C:19]([Cl:20])=[CH:18][C:7]([C:8]([NH:10][CH2:11][CH:12]2[CH2:13][CH2:14][N:15]([CH2:24][CH2:25][CH2:26][CH2:27][CH2:28][C:29]([C:31]3[CH:36]=[CH:35][C:34]([CH3:37])=[C:33]([Cl:38])[CH:32]=3)=[O:30])[CH2:16][CH2:17]2)=[O:9])=[C:6]([O:21][CH3:22])[CH:5]=1 |f:0.1.2|. Reported procedure: 4-Amino-5-chloro-2-methoxy-N-(piperidin-4-ylmethyl)benzamide dihydrochloride as starting compound and 6-bromo-1-(3-chloro-4-methylphenyl)-1-hexanone are reacted and treated in the same manner as in Example 199 to give 4-amino-5-chloro-2-methoxy-N-((1-(6-(3-chloro-4-methylphenyl)-6-oxohexyl)piperidin-4-yl)methyl)benzamide. Reactants: C=CC1=CC=CC=C1 (styrene), ferrous sulfate, C=CC=C (butadiene), [O-]O.C1(CCC(CC1)C(C)C)C (para-menthane hydroperoxide). Solvent: O (water), O (water). Conditions: time 2 day. Product: C=CC1=CC=CC=C1.C=CC=C (styrene/butadiene). As a reaction SMILES: [CH2:1]=[CH:2][C:3]1[CH:8]=[CH:7][CH:6]=[CH:5][CH:4]=1.[CH2:9]=[CH:10][CH:11]=[CH2:12].[O-]O.C1(C)CCC(C(C)C)CC1>O>[CH2:1]=[CH:2][C:3]1[CH:8]=[CH:7][CH:6]=[CH:5][CH:4]=1.[CH2:9]=[CH:10][CH:11]=[CH2:12] |f:2.3,5.6|. Procedure details: In a manner analogous to that described in Example 4, the bottle is charged with 40 ml. of water, 18.7 ml. of styrene, 3.0 g. of butadiene, 1.0 g. of the dispersion stabilizer obtained in "B" above, and 0.22 ml. of para-menthane hydroperoxide. 1.0 ml. of a solution prepared from 0.232 g. of ferrous sulfate (FeSO4.7H2O) and 2.0 ml. of water is injected through the septum. After polymerization is continued over a period of 2 days (63 hours), the conversion is about 63.3%. The product is a redisper... Reactants: N1N=C(C=C1)C(=O)OC (methyl 1H-pyrazole-3-carboxylate), cuprous oxide, C(C=1C(O)=CC=CC1)=NO (salicylaldoxime), C(=O)([O-])[O-].[Cs+].[Cs+] (Cs2CO3), CN1N=CC(=C1)I (1-methyl-4-iodo pyrazole). Solvent: CN(C)C=O (DMF). Reaction conditions: temperature 110 celsius, time 48 hour. Yields the product CN1N=CC(=C1)N1N=C(C=C1)C(=O)OC (Methyl 1′-methyl-1′H-1,4′-bipyrazole-3-carboxylate). RXN SMILES: [NH:1]1[CH:5]=[CH:4][C:3]([C:6]([O:8][CH3:9])=[O:7])=[N:2]1.C(=NO)C1C(=CC=CC=1)O.C([O-])([O-])=O.[Cs+].[Cs+].[CH3:26][N:27]1[CH:31]=[C:30](I)[CH:29]=[N:28]1>CN(C=O)C>[CH3:26][N:27]1[CH:31]=[C:30]([N:1]2[CH:5]=[CH:4][C:3]([C:6]([O:8][CH3:9])=[O:7])=[N:2]2)[CH:29]=[N:28]1 |f:2.3.4|. Procedure: Into a solution of methyl 1H-pyrazole-3-carboxylate (10 g, 79.3 mmol) in DMF (80 ml), cuprous oxide (0.567 g, 3.96 mmol), salicylaldoxime (1.08 g, 7.93 mmol), Cs2CO3 (64.4 g, 198.4 mmol) and 1-methyl-4-iodo pyrazole (16.5 g, 79.9 mmol) were added and the mixture was stirred at 110° C. for 48 h. The reaction mixture was quenched with saturated solution of aqueous NaHCO3 and extracted with EtOAc. The organic layer was concentrated and purified by flash-chromatography. Yield 2.9 g. 1H-NMR (400 MHz;... Reactants: CCOC(=O)c1nc(C(C)C)sc1Nc1ccccc1[N+](=O)[O-], C[O-], CO, NC=O, [Cl-], O=C(O)C(F)(F)F, [NH4+], [Na+], CN(C)C=O, O. The product is CC(C)c1nc(C(N)=O)c(Nc2ccccc2[N+](=O)[O-])s1. Reaction SMILES: [CH2:1]([O:3][C:4](=[O:2])[c:6]1[n:7][c:8]([CH:21]([CH3:22])[CH3:23])[s:9][c:10]1[NH:11][c:12]1[c:13]([N+:18](=[O:19])[O-:20])[cH:14][cH:15][cH:16][cH:17]1)[CH3:5].[CH3:27][O-:28].[CH3:30][OH:31].[CH:24](=[O:25])[NH2:26].[Cl-:39].[F:32][C:33]([F:34])([F:35])[C:36]([OH:37])=[O:38].[NH4+:40].[Na+:29].[O:41]=[CH:42][N:43]([CH3:44])[CH3:45].[OH2:46]>>[O:3]=[C:4]([c:6]1[n:7][c:8]([CH:21]([CH3:22])[CH3:23])[s:9][c:10]1[NH:11][c:12]1[c:13]([N+:18](=[O:19])[O-:20])[cH:14][cH:15][cH:16][cH:17]1)[NH2:26]. Reactants: B, CC(C)(C)OC(=O)N1CCC(Oc2cc(C(C)(C)C)ccc2C=O)CC1, CN(C)C, Cc1ccccc1, Nc1ccc(Cl)cc1C(=O)Nc1ccc(Cl)cn1, [Mg+2], O=S(=O)([O-])[O-], Cc1ccc(S(=O)(=O)[O-])cc1, c1cc[nH+]cc1. Yields the product CC(C)(C)OC(=O)N1CCC(Oc2cc(C(C)(C)C)ccc2CNc2ccc(Cl)cc2C(=O)Nc2ccc(Cl)cn2)CC1. RXN SMILES: [BH3:72].[C:1]([CH3:2])([CH3:3])([CH3:4])[c:5]1[cH:6][c:7]([O:13][CH:14]2[CH2:15][CH2:16][N:17]([C:20](=[O:21])[O:22][C:23]([CH3:24])([CH3:25])[CH3:26])[CH2:18][CH2:19]2)[c:8]([CH:9]=[O:10])[cH:11][cH:12]1.[CH3:68][N:69]([CH3:70])[CH3:71].[CH3:73][c:74]1[cH:75][cH:76][cH:77][cH:78][cH:79]1.[Cl:27][c:28]1[cH:29][cH:30][c:31]([NH:34][C:35]([c:36]2[c:37]([NH2:43])[cH:38][cH:39][c:40]([Cl:42])[cH:41]2)=[O:44])[n:32][cH:33]1.[Mg+2:62].[O-:63][S:64](=[O:65])(=[O:66])[O-:67].[c:45]1([CH3:46])[cH:47][cH:48][c:49]([S:50]([O-:51])(=[O:52])=[O:53])[cH:54][cH:55]1.[nH+:56]1[cH:57][cH:58][cH:59][cH:60][cH:61]1>>[C:1]([CH3:2])([CH3:3])([CH3:4])[c:5]1[cH:6][c:7]([O:13][CH:14]2[CH2:15][CH2:16][N:17]([C:20](=[O:21])[O:22][C:23]([CH3:24])([CH3:25])[CH3:26])[CH2:18][CH2:19]2)[c:8]([CH2:9][NH:43][c:37]2[c:36]([C:35]([NH:34][c:31]3[cH:30][cH:29][c:28]([Cl:27])[cH:33][n:32]3)=[O:44])[cH:41][c:40]([Cl:42])[cH:39][cH:38]2)[cH:11][cH:12]1. Reactants: BrCC=C(c1ccccc1)c1ccccc1, CO, [Na+], [Na+], [Na+], O=C([O-])[O-], O, O=S([O-])c1ccccc1. Yields the product O=S(=O)(CC=C(c1ccccc1)c1ccccc1)c1ccccc1. As a reaction SMILES: [Br:19][CH2:20][CH:21]=[C:22]([c:23]1[cH:24][cH:25][cH:26][cH:27][cH:28]1)[c:29]1[cH:30][cH:31][cH:32][cH:33][cH:34]1.[CH3:17][OH:18].[Na+:10].[Na+:11].[Na+:12].[O-:13][C:14](=[O:15])[O-:16].[OH2:35].[c:1]1([S:7](=[O:8])[O-:9])[cH:2][cH:3][cH:4][cH:5][cH:6]1>>[c:1]1([S:7](=[O:8])(=[O:9])[CH2:20][CH:21]=[C:22]([c:23]2[cH:24][cH:25][cH:26][cH:27][cH:28]2)[c:29]2[cH:30][cH:31][cH:32][cH:33][cH:34]2)[cH:2][cH:3][cH:4][cH:5][cH:6]1. Starting materials: CCOC(=O)c1cc(Br)sc1CC, O=C1CCSCC1. Product: CCOC(=O)c1cc(C2(O)CCSCC2)sc1CC. RXN SMILES: [Br:1][c:2]1[cH:3][c:4]([C:9](=[O:10])[O:11][CH2:12][CH3:13])[c:5]([CH2:7][CH3:8])[s:6]1.[S:14]1[CH2:15][CH2:16][C:17](=[O:20])[CH2:18][CH2:19]1>>[c:2]1([C:17]2([OH:20])[CH2:16][CH2:15][S:14][CH2:19][CH2:18]2)[cH:3][c:4]([C:9](=[O:10])[O:11][CH2:12][CH3:13])[c:5]([CH2:7][CH3:8])[s:6]1. The reactants are CCN=C=NCCCN(C)C, CCN(C(C)C)C(C)C, Cc1ccnc(Cl)c1C(=O)O, CCOc1ccc(N(Cc2cnccc2C)C2CCN(C(C)CCN)CC2)cc1, CN(C)C=O, On1nnc2ccccc21. Product: CCOc1ccc(N(Cc2cnccc2C)C2CCN(C(C)CCNC(=O)c3c(C)ccnc3Cl)CC2)cc1. RXN SMILES: [CH3:30][CH2:31][N:32]=[C:33]=[N:34][CH2:35][CH2:36][CH2:37][N:38]([CH3:39])[CH3:40].[CH:62]([N:63]([CH2:64][CH3:65])[CH:66]([CH3:67])[CH3:68])([CH3:69])[CH3:70].[Cl:51][c:52]1[c:53]([C:54](=[O:55])[OH:56])[c:57]([CH3:61])[cH:58][cH:59][n:60]1.[NH2:1][CH2:2][CH2:3][CH:4]([CH3:5])[N:6]1[CH2:7][CH2:8][CH:9]([N:12]([CH2:13][c:14]2[cH:15][n:16][cH:17][cH:18][c:19]2[CH3:20])[c:21]2[cH:22][cH:23][c:24]([O:27][CH2:28][CH3:29])[cH:25][cH:26]2)[CH2:10][CH2:11]1.[O:71]=[CH:72][N:73]([CH3:74])[CH3:75].[OH:41][n:42]1[c:43]2[c:44]([cH:45][cH:46][cH:47][cH:48]2)[n:49][n:50]1>>[NH:1]([CH2:2][CH2:3][CH:4]([CH3:5])[N:6]1[CH2:7][CH2:8][CH:9]([N:12]([CH2:13][c:14]2[cH:15][n:16][cH:17][cH:18][c:19]2[CH3:20])[c:21]2[cH:22][cH:23][c:24]([O:27][CH2:28][CH3:29])[cH:25][cH:26]2)[CH2:10][CH2:11]1)[C:54]([c:53]1[c:52]([Cl:51])[n:60][cH:59][cH:58][c:57]1[CH3:61])=[O:55].